This data is from the Open Reaction Database (ORD), a public repository of structured organic reaction records. The task is: describe an organic reaction: reactants, conditions, products, and yield Starting materials: CC1=CC=C(C=C1)S(=O)(=O)OC[C@H]1COC2=C(O1)C(=C(C=C2)NC(=O)OC)C=CC ({(2R)-7-[(methoxycarbonyl)amino]-8-[1-propenyl]-2,3-dihydro-1,4-benzodioxin-2-yl}methyl 4-methylbenzenesulfonate), I(=O)(=O)(=O)[O-].[Na+] (sodium periodate). The reagents and catalysts are [Os](=O)(=O)(=O)=O (osmium tetroxide). Run in O (water), O1CCCC1 (tetrahydrofuran), O (water). Conditions: time 0.5 hour. The product is CC1=CC=C(C=C1)S(=O)(=O)OCC1COC2=C(O1)C(=C(C=C2)NC(=O)OC)C=O ({8-Formyl-7-[(methoxycarbonyl)amino]-2,3-dihydro-1,4-benzodioxin-2-yl}methyl 4-methylbenzenesulfonate). The yield is 96.5%. RXN SMILES: [CH3:1][C:2]1[CH:7]=[CH:6][C:5]([S:8]([O:11][CH2:12][C@@H:13]2[O:18][C:17]3[C:19]([CH:28]=CC)=[C:20]([NH:23][C:24]([O:26][CH3:27])=[O:25])[CH:21]=[CH:22][C:16]=3[O:15][CH2:14]2)(=[O:10])=[O:9])=[CH:4][CH:3]=1.I([O-])(=O)(=O)=[O:32].[Na+]>O1CCCC1.O.[Os](=O)(=O)(=O)=O>[CH3:1][C:2]1[CH:7]=[CH:6][C:5]([S:8]([O:11][CH2:12][CH:13]2[O:18][C:17]3[C:19]([CH:28]=[O:32])=[C:20]([NH:23][C:24]([O:26][CH3:27])=[O:25])[CH:21]=[CH:22][C:16]=3[O:15][CH2:14]2)(=[O:9])=[O:10])=[CH:4][CH:3]=1 |f:1.2|. Procedure details: To a solution of {(2R)-7-[(methoxycarbonyl)amino]-8-[1-propenyl]-2,3-dihydro-1,4-benzodioxin-2-yl}methyl 4-methylbenzenesulfonate (5.12 g, 11.8 mmole) in tetrahydrofuran (400 mL) was added 2.42 mL of 4% aqueous osmium tetroxide (0.39 mmole). After 0.5 hour, sodium periodate (12.6 g, 59.1 mmole) in water (100 mL) was added dropwise over a period of 1 hour. The heterogeneous solution was stirred under nitrogen at room temperature overnight. The mixture was diluted with water and extracted with eth... The product is CC(C)(C)[Si](C)(C)OC(CNCCCCCCCCCN1CCC(Cn2cnc(C(O)(c3ccccc3)C3CCCCC3)n2)CC1)c1ccc(OCc2ccccc2)c2[nH]c(=O)ccc12. The reactants are CC(C)(C)[Si](C)(C)OC(CBr)c1ccc(OCc2ccccc2)c2[nH]c(=O)ccc12, NCCCCCCCCCN1CCC(Cn2cnc(C(O)(c3ccccc3)C3CCCCC3)n2)CC1. RXN SMILES: [CH2:37]([c:38]1[cH:39][cH:40][cH:41][cH:42][cH:43]1)[O:44][c:45]1[cH:46][cH:47][c:48]([CH:56]([CH2:57][Br:58])[O:59][Si:60]([CH3:61])([CH3:62])[C:63]([CH3:64])([CH3:65])[CH3:66])[c:49]2[cH:50][cH:51][c:52](=[O:55])[nH:53][c:54]12.[NH2:1][CH2:2][CH2:3][CH2:4][CH2:5][CH2:6][CH2:7][CH2:8][CH2:9][CH2:10][N:11]1[CH2:12][CH2:13][CH:14]([CH2:17][n:18]2[n:19][c:20]([C:23]([OH:24])([c:25]3[cH:26][cH:27][cH:28][cH:29][cH:30]3)[CH:31]3[CH2:32][CH2:33][CH2:34][CH2:35][CH2:36]3)[n:21][cH:22]2)[CH2:15][CH2:16]1>>[NH:1]([CH2:2][CH2:3][CH2:4][CH2:5][CH2:6][CH2:7][CH2:8][CH2:9][CH2:10][N:11]1[CH2:12][CH2:13][CH:14]([CH2:17][n:18]2[n:19][c:20]([C:23]([OH:24])([c:25]3[cH:26][cH:27][cH:28][cH:29][cH:30]3)[CH:31]3[CH2:32][CH2:33][CH2:34][CH2:35][CH2:36]3)[n:21][cH:22]2)[CH2:15][CH2:16]1)[CH2:57][CH:56]([c:48]1[cH:47][cH:46][c:45]([O:44][CH2:37][c:38]2[cH:39][cH:40][cH:41][cH:42][cH:43]2)[c:54]2[c:49]1[cH:50][cH:51][c:52](=[O:55])[nH:53]2)[O:59][Si:60]([CH3:61])([CH3:62])[C:63]([CH3:64])([CH3:65])[CH3:66]. Starting materials: COc1cc(-c2ccc(CO)cc2C2=CCCC2(C)C)c(F)cn1, ClCCl, CN(C)C=O, O=S(Cl)Cl. The product is COc1cc(-c2ccc(CCl)cc2C2=CCCC2(C)C)c(F)cn1. Reaction SMILES: [CH3:1][C:2]1([CH3:24])[CH2:3][CH2:4][CH:5]=[C:6]1[c:7]1[cH:8][c:9]([CH2:22][OH:23])[cH:10][cH:11][c:12]1-[c:13]1[cH:14][c:15]([O:20][CH3:21])[n:16][cH:17][c:18]1[F:19].[Cl:34][CH2:35][Cl:36].[O:25]=[CH:26][N:27]([CH3:28])[CH3:29].[S:30]([Cl:31])([Cl:32])=[O:33]>>[CH3:1][C:2]1([CH3:24])[CH2:3][CH2:4][CH:5]=[C:6]1[c:7]1[cH:8][c:9]([CH2:22][Cl:32])[cH:10][cH:11][c:12]1-[c:13]1[cH:14][c:15]([O:20][CH3:21])[n:16][cH:17][c:18]1[F:19]. The reactants are CC1=C(C=C(C=C1)C=1OC(=NN1)C)C1=CC=C(C=C1)C(=O)O (2′-Methyl-5′-(5-methyl-1,3,4-oxadiazol-2-yl)-1,1′-biphenyl-4-carboxylic acid), C=1C=CC2=C(C1)N=NN2O (HOBT), Cl.CN(CCCN=C=NCC)C (1-(3-dimethylaminopropyl)-3-ethyl carbodiimide hydrochloride), C1(CC1)C(C)N (1-cyclopropylethylamine). Run in CN(C)C=O (DMF). Conditions: time 18 hour. Product: C1(CC1)C(C)NC(=O)C1=CC=C(C=C1)C1=C(C=CC(=C1)C=1OC(=NN1)C)C (N-(1-cyclopropylethyl)-2′-methyl-5′-(5-methyl-1,3,4-oxadiazol-2-yl)-1,1′-biphenyl-4-carboxamide). Reaction SMILES: [CH3:1][C:2]1[CH:7]=[CH:6][C:5]([C:8]2[O:9][C:10]([CH3:13])=[N:11][N:12]=2)=[CH:4][C:3]=1[C:14]1[CH:19]=[CH:18][C:17]([C:20](O)=[O:21])=[CH:16][CH:15]=1.C1[CH:24]=[CH:25][C:26]2N(O)N=[N:29][C:27]=2[CH:28]=1.Cl.CN(C)CCCN=C=NCC.C1(C(N)C)CC1>CN(C=O)C>[CH:26]1([CH:27]([NH:29][C:20]([C:17]2[CH:18]=[CH:19][C:14]([C:3]3[CH:4]=[C:5]([C:8]4[O:9][C:10]([CH3:13])=[N:11][N:12]=4)[CH:6]=[CH:7][C:2]=3[CH3:1])=[CH:15][CH:16]=2)=[O:21])[CH3:28])[CH2:25][CH2:24]1 |f:2.3|. Procedure: 2′-Methyl-5′-(5-methyl-1,3,4-oxadiazol-2-yl)-1,1′-biphenyl-4-carboxylic acid (11.3 mg, 0.034 mmol), HOBT (6.0 mg, 0.044 mmol), 1-(3-dimethylaminopropyl)-3-ethyl carbodiimide hydrochloride (8.0 mg, 0.042 mmol) and 1-cyclopropylethylamine (0.34 mmol) were mixed in DMF (0.7 ml) and the reaction left at room temperature for 18 h. The DMF was evaporated under vacuum and the residue partitioned between DCM (0.4 ml) and water (0.4 ml). The organic phase was washed with aqueous sodium hydroxide (0.5M, 0... Reactants: C1COC2=NC=C3C(=C21)C(CC3)=CC#N (1,2,6,7-tetrahydro-8H-cyclopenta[d]furo[2,3-b]pyridine-8-ylideneacetonitrile), N.C(C)O (ammonia ethanol). Reagents/catalysts: [Co] (cobalt). Run in CO (methanol). Run at time 4 hour. Product: C1COC2=NC=C3C(=C21)C(CC3)=CCN (2-(1,2,6,7-tetrahydro-8H-cyclopenta[d]furo[2,3-b]pyridin-8-ylidene)ethanamine). Reaction SMILES: [CH2:1]1[C:9]2[C:4](=[N:5][CH:6]=[C:7]3[CH2:12][CH2:11][C:10](=[CH:13][C:14]#[N:15])[C:8]3=2)[O:3][CH2:2]1.N.C(O)C>CO.[Co]>[CH2:1]1[C:9]2[C:4](=[N:5][CH:6]=[C:7]3[CH2:12][CH2:11][C:10](=[CH:13][CH2:14][NH2:15])[C:8]3=2)[O:3][CH2:2]1 |f:1.2|. Reported procedure: To a solution of 1,2,6,7-tetrahydro-8H-cyclopenta[d]furo[2,3-b]pyridine-8-ylideneacetonitrile (84.9 mg, 0.428 mmol) in methanol (3 mL) were added Raney cobalt (400 mg) and 2M ammonia/ethanol solution (1.5 mL), and the mixture was stirred at room temperature for 4 hr under a hydrogen atmosphere. The catalyst was filtered through celite, and the filtrate was concentrated under reduced pressure to give the title compound. The obtained title compound was used for the reaction in Example 19 without p... The yield is 84.7%. RXN SMILES: [Br:1][C:2]1[CH:7]=[CH:6][C:5]([C:8]([C:10]2[S:11][C:12]([C:15]3[CH:20]=[CH:19][C:18]([CH3:21])=[CH:17][CH:16]=3)=[CH:13][CH:14]=2)=[O:9])=[CH:4][CH:3]=1.[Br:22]N1C(=O)CCC1=O.C(#N)N(C)C>C(Cl)(Cl)(Cl)Cl>[Br:22][CH2:21][C:18]1[CH:17]=[CH:16][C:15]([C:12]2[S:11][C:10]([C:8]([C:5]3[CH:6]=[CH:7][C:2]([Br:1])=[CH:3][CH:4]=3)=[O:9])=[CH:14][CH:13]=2)=[CH:20][CH:19]=1. Solvent: C(Cl)(Cl)(Cl)Cl (carbon tetrachloride). The reactants are BrC1=CC=C(C=C1)C(=O)C=1SC(=CC1)C1=CC=C(C=C1)C ((4-bromophenyl)-(5-p-tolyl-thiophen-2-yl)-methanone), BrN1C(CCC1=O)=O (N-bromosuccinimide), C(N(C)C)#N (azaisobutyronitrile). The product is BrCC1=CC=C(C=C1)C1=CC=C(S1)C(=O)C1=CC=C(C=C1)Br ([5-(4-bromomethyl-phenyl)-thiophen-2-yl]-4-bromophenyl-methanone). Procedure: 0.5 g of (4-bromophenyl)-(5-p-tolyl-thiophen-2-yl)-methanone and 262 mg of N-bromosuccinimide in 20 ml of carbon tetrachloride are held at reflux for 19 hrs. after the addition of a spatula tip of azaisobutyronitrile, concentrated and the residue is chromatographed on silica gel (methylene chloride/hexane). 517 mg of [5-(4-bromomethyl-phenyl)-thiophen-2-yl]-4-bromophenyl-methanone, m.p. 184° C. (decomposition), are isolated.